From a dataset of the Open Reaction Database (ORD), a public repository of structured organic reaction records. describe an organic reaction: reactants, conditions, products, and yield The reactants are ClC=1N=NC(=CC1)C1=CC=C(C=C1)Cl (3-chloro-6-(p-chlorophenyl)pyridazine), C(=O)NN (formylhydrazine). The solvent is C(CCC)O (butyl alcohol). Product: ClC1=CC=C(C=C1)C=1C=CC=2N(N1)C=NN2 (6-(p-chlorophenyl)-1,2,4-triazolo[4,3-b]pyridazine). As a reaction SMILES: Cl[C:2]1[N:3]=[N:4][C:5]([C:8]2[CH:13]=[CH:12][C:11]([Cl:14])=[CH:10][CH:9]=2)=[CH:6][CH:7]=1.[CH:15]([NH:17][NH2:18])=O>C(O)CCC>[Cl:14][C:11]1[CH:12]=[CH:13][C:8]([C:5]2[CH:6]=[CH:7][C:2]3[N:3]([CH:15]=[N:17][N:18]=3)[N:4]=2)=[CH:9][CH:10]=1. Procedure details: A mixture of 9.0 g. of 3-chloro-6-(p-chlorophenyl)pyridazine (prepared as in Example 16), 5.1 g. of formylhydrazine and 60 ml. of butyl alcohol is heated at reflux temperature for 40 hours. The reaction mixture is cooled, filtered and the solid washed with petroleum ether and with water. The material is then heated with 125 ml. of ethanol and the insoluble material is collected by filtration. The filtrate is cooled and the precipitate is collected and combined with the insoluble material collect... Starting materials: C1CNCCN1, Clc1ccncc1, Cc1ccccc1C. Product: c1cc(N2CCNCC2)ccn1. As a reaction SMILES: [CH2:1]1[CH2:2][NH:3][CH2:4][CH2:5][NH:6]1.[Cl:7][c:8]1[cH:9][cH:10][n:11][cH:12][cH:13]1.[c:14]1([CH3:15])[c:16]([CH3:17])[cH:18][cH:19][cH:20][cH:21]1>>[CH2:1]1[CH2:2][N:3]([c:8]2[cH:9][cH:10][n:11][cH:12][cH:13]2)[CH2:4][CH2:5][NH:6]1. Reactants: N1(CCCC1)CCCOC1=CC=C(C=C1)C1(CCNCC1)C#N (4-[4-(3-pyrrolidin-1-ylpropoxy)phenyl]piperidine-4-carbonitrile), BrCCOC (2-bromoethylmethylether), C([O-])(O)=O.[Na+] (sodium bicarbonate), [I-].[K+] (potassium iodide). The solvent is C(C)#N (acetonitrile). The product is COCCN1CCC(CC1)(C#N)C1=CC=C(C=C1)OCCCN1CCCC1 (1-(2-methoxyethyl)-4-[4-(3-pyrrolidin-1-ylpropoxy)phenyl]piperidine-4-carbonitrile). Isolated yield 56.3%. Reaction SMILES: [N:1]1([CH2:6][CH2:7][CH2:8][O:9][C:10]2[CH:15]=[CH:14][C:13]([C:16]3([C:22]#[N:23])[CH2:21][CH2:20][NH:19][CH2:18][CH2:17]3)=[CH:12][CH:11]=2)[CH2:5][CH2:4][CH2:3][CH2:2]1.Br[CH2:25][CH2:26][O:27][CH3:28].C(=O)(O)[O-].[Na+].[I-].[K+]>C(#N)C>[CH3:28][O:27][CH2:26][CH2:25][N:19]1[CH2:18][CH2:17][C:16]([C:13]2[CH:14]=[CH:15][C:10]([O:9][CH2:8][CH2:7][CH2:6][N:1]3[CH2:5][CH2:4][CH2:3][CH2:2]3)=[CH:11][CH:12]=2)([C:22]#[N:23])[CH2:21][CH2:20]1 |f:2.3,4.5|. Procedure: A mixture of 4-[4-(3-pyrrolidin-1-ylpropoxy)phenyl]piperidine-4-carbonitrile (68 mg, 0.22 mmol), 2-bromoethylmethylether (21 μl, 0.22 mmol), solid sodium bicarbonate (84 mg, 1.0 mmol) and potassium iodide (5 mg, catalytic) was heated at 50° C. in acetonitrile (1 ml) for 18 hours. The reaction mixture was concentrated in vacuo. The residue was partitioned between dichloromethane (2×50 ml) and 10% aqueous sodium carbonate (20 ml). The organic layers were combined, dried over sodium sulphate, filte...